This data is from the Open Reaction Database (ORD), a public repository of structured organic reaction records. The task is: describe an organic reaction: reactants, conditions, products, and yield The reactants are ClC=1C=C(C=C(C1)Cl)NCCNCC1=CC(=C(C=C1)OC)OC (N-(3,5-dichlorophenyl)-N'-[(3,4-dimethoxyphenyl)methyl]-1,2-ethanediamine), BrC(C(=O)N)CBr (2,3-dibromopropanamide). Product: ClC=1C=C(C=C(C1)Cl)N1CC(N(CC1)CC1=CC(=C(C=C1)OC)OC)C(=O)N (4-(3,5-Dichlorophenyl)-1-[(3,4-dimethoxyphenyl)methyl]-2-piperazinecarboxamide). Reaction SMILES: [Cl:1][C:2]1[CH:3]=[C:4]([NH:9][CH2:10][CH2:11][NH:12][CH2:13][C:14]2[CH:19]=[CH:18][C:17]([O:20][CH3:21])=[C:16]([O:22][CH3:23])[CH:15]=2)[CH:5]=[C:6]([Cl:8])[CH:7]=1.Br[CH:25]([CH2:29]Br)[C:26]([NH2:28])=[O:27]>>[Cl:1][C:2]1[CH:3]=[C:4]([N:9]2[CH2:10][CH2:11][N:12]([CH2:13][C:14]3[CH:19]=[CH:18][C:17]([O:20][CH3:21])=[C:16]([O:22][CH3:23])[CH:15]=3)[CH:25]([C:26]([NH2:28])=[O:27])[CH2:29]2)[CH:5]=[C:6]([Cl:8])[CH:7]=1. Procedure: In a manner similar to Preparation 1, react N-(3,5-dichlorophenyl)-N'-[(3,4-dimethoxyphenyl)methyl]-1,2-ethanediamine with 2,3-dibromopropanamide to obtain the title compound. Product: N#Cc1ccc(O)c(F)c1. The reactants are BrB(Br)Br, ClCCl, COc1ccc(C#N)cc1F. Reaction SMILES: [B:1]([Br:2])([Br:3])[Br:4].[Cl:16][CH2:17][Cl:18].[F:5][c:6]1[cH:7][c:8]([C:9]#[N:10])[cH:11][cH:12][c:13]1[O:14][CH3:15]>>[F:5][c:6]1[cH:7][c:8]([C:9]#[N:10])[cH:11][cH:12][c:13]1[OH:14].